From a dataset of the Open Reaction Database (ORD), a public repository of structured organic reaction records. describe an organic reaction: reactants, conditions, products, and yield The reactants are C(C1=CC=CC=C1)OC1=CC2=C(C=C(CCO2)C(=O)OCC)C=C1 (Ethyl 8-(benzyloxy)-2,3-dihydro-1-benzoxepine-4-carboxylate). Reagents/catalysts: [Pd] (palladium on carbon). Run in C(C)O (ethanol). Product: OC1=CC2=C(CC(CCO2)C(=O)OCC)C=C1 (ethyl 8-hydroxy-2,3,4,5-tetrahydro-1-benzoxepine-4-carboxylate). The yield is 105.9%. Reaction SMILES: C([O:8][C:9]1[CH:24]=[CH:23][C:12]2[CH:13]=[C:14]([C:18]([O:20][CH2:21][CH3:22])=[O:19])[CH2:15][CH2:16][O:17][C:11]=2[CH:10]=1)C1C=CC=CC=1>C(O)C.[Pd]>[OH:8][C:9]1[CH:24]=[CH:23][C:12]2[CH2:13][CH:14]([C:18]([O:20][CH2:21][CH3:22])=[O:19])[CH2:15][CH2:16][O:17][C:11]=2[CH:10]=1. Reported procedure: Ethyl 8-(benzyloxy)-2,3-dihydro-1-benzoxepine-4-carboxylate (3.5 g) was dissolved in ethanol (50 mL), and the solution was subjected to catalytic reduction using 10% palladium on carbon (0.35 g) for 3 days. The catalyst was filtered off, and the solvent of the filtrate was evaporated. The residue was purified by silica gel column chromatography (ethyl acetate:hexane) to give the title compound (2.7 g) as an oil.